From a dataset of the Open Reaction Database (ORD), a public repository of structured organic reaction records. describe an organic reaction: reactants, conditions, products, and yield The reactants are ClC1=CC=C(C=N1)N (6-chloropyridin-3-amine), BrC1=C(C(=O)O)C=C(C=C1)C (2-bromo-5-methylbenzoic acid), Cu, Cu2O, C(=O)([O-])[O-].[K+].[K+] (K2CO3), O (Water). The solvent is COCCOC (1,2-dimethoxyethane). Run at temperature 130 celsius. Product: ClC1=CC=C(C=N1)NC1=C(C(=O)O)C=C(C=C1)C (2-(6-Chloropyridin-3-ylamino)-5-methylbenzoic acid). Yield: 46.0%. As a reaction SMILES: [Cl:1][C:2]1[N:7]=[CH:6][C:5]([NH2:8])=[CH:4][CH:3]=1.Br[C:10]1[CH:18]=[CH:17][C:16]([CH3:19])=[CH:15][C:11]=1[C:12]([OH:14])=[O:13].C([O-])([O-])=O.[K+].[K+].O>COCCOC>[Cl:1][C:2]1[N:7]=[CH:6][C:5]([NH:8][C:10]2[CH:18]=[CH:17][C:16]([CH3:19])=[CH:15][C:11]=2[C:12]([OH:14])=[O:13])=[CH:4][CH:3]=1 |f:2.3.4|. Reported procedure: A mixture of 6-chloropyridin-3-amine (11.67 mmol, 1.5 g) and 2-bromo-5-methylbenzoic acid (23.34 mmol, 5.02 g), Cu (1.17 mmol, 0.1 g), Cu2O (0.58 mmol, 0.1 g) and K2CO3 (23.34 mmol, 3.2 g) in 1,2-dimethoxyethane (15 ml) was heated at 130° C. for 16 hours, under argon atmosphere. Water was added and the mixture was filtered through celite. HCl 2N aqueous solution was added until pH 6 and the solid formed was filtered off. The crude was purified by chromatography eluting with DCM/MeOH mixtures aff... Starting materials: Br, NCCC1CCc2ccc3c(c21)CCO3, CC(=O)OC(C)=O, [Na+], C1CCOC1, [OH-], O. The product is CC(=O)NCCC1CCc2ccc3c(c21)CCO3. Reaction SMILES: [BrH:15].[CH2:16]1[c:17]2[c:18]([cH:21][cH:22][c:23]3[c:27]2[CH:26]([CH2:28][CH2:29][NH2:30])[CH2:25][CH2:24]3)[O:19][CH2:20]1.[CH3:3][C:4](=[O:5])[O:6][C:7](=[O:8])[CH3:9].[Na+:2].[O:10]1[CH2:11][CH2:12][CH2:13][CH2:14]1.[OH-:1].[OH2:31]>>[CH3:3][C:4](=[O:5])[NH:30][CH2:29][CH2:28][CH:26]1[CH2:25][CH2:24][c:23]2[cH:22][cH:21][c:18]3[c:17]([c:27]21)[CH2:16][CH2:20][O:19]3. Starting materials: FC1=CC(=C(C=C1)N1CCNCC1)OCC(F)(F)F (1-[4-fluoro-2-(2,2,2-trifluoroethoxy)phenyl]piperazine), ClCCCN1C(N(C=C(C1=O)CO)COCC[Si](C)(C)C)=O (3-(3-chloropropyl)-5-hydroxymethyl-1-[2-(trimethylsilyl)ethoxymethyl]-2,4(1H,3H)-pyrimidinedione). Yields the product FC1=CC(=C(C=C1)N1CCN(CC1)CCCN1C(N(C=C(C1=O)CO)COCC[Si](C)(C)C)=O)OCC(F)(F)F (3-(3-{4-[4-fluoro-2-(2,2,2-trifluoroethoxy)phenyl]piperazin-1-yl}propyl)-5-hydroxymethyl-1-[2-(trimethylsilyl)ethoxymethyl]-2,4(1H,3H)-pyrimidinedione). Reaction SMILES: [F:1][C:2]1[CH:7]=[CH:6][C:5]([N:8]2[CH2:13][CH2:12][NH:11][CH2:10][CH2:9]2)=[C:4]([O:14][CH2:15][C:16]([F:19])([F:18])[F:17])[CH:3]=1.Cl[CH2:21][CH2:22][CH2:23][N:24]1[C:29](=[O:30])[C:28]([CH2:31][OH:32])=[CH:27][N:26]([CH2:33][O:34][CH2:35][CH2:36][Si:37]([CH3:40])([CH3:39])[CH3:38])[C:25]1=[O:41]>>[F:1][C:2]1[CH:7]=[CH:6][C:5]([N:8]2[CH2:13][CH2:12][N:11]([CH2:21][CH2:22][CH2:23][N:24]3[C:29](=[O:30])[C:28]([CH2:31][OH:32])=[CH:27][N:26]([CH2:33][O:34][CH2:35][CH2:36][Si:37]([CH3:38])([CH3:40])[CH3:39])[C:25]3=[O:41])[CH2:10][CH2:9]2)=[C:4]([O:14][CH2:15][C:16]([F:18])([F:17])[F:19])[CH:3]=1. Procedure details: substituting 1-[4-fluoro-2-(2,2,2-trifluoroethoxy)phenyl]piperazine and 3-(3-chloropropyl)-5-hydroxymethyl-1-[2-(trimethylsilyl)ethoxymethyl]-2,4(1H,3H)-pyrimidinedione gave 3-(3-{4-[4-fluoro-2-(2,2,2-trifluoroethoxy)phenyl]piperazin-1-yl}propyl)-5-hydroxymethyl-1-[2-(trimethylsilyl)ethoxymethyl]-2,4(1H,3H)-pyrimidinedione; Product: Cl, NCC(=O)NCc1cccc(NC(=C2C(=O)Nc3ccc([N+](=O)[O-])cc32)c2ccccc2)c1. Reactants: CC(C)(C)OC(=O)NCC(=O)NCc1cccc(NC(=C2C(=O)Nc3ccc([N+](=O)[O-])cc32)c2ccccc2)c1, CCOC(C)=O, Cl. Reaction SMILES: [C:1]([O:2][C:3](=[O:4])[NH:8][CH2:9][C:10](=[O:11])[NH:12][CH2:13][c:14]1[cH:15][c:16]([NH:20][C:21]([c:22]2[cH:23][cH:24][cH:25][cH:26][cH:27]2)=[C:28]2[C:29](=[O:40])[NH:30][c:31]3[cH:32][cH:33][c:34]([N+:37](=[O:38])[O-:39])[cH:35][c:36]32)[cH:17][cH:18][cH:19]1)([CH3:5])([CH3:6])[CH3:7].[C:42]([O:43][CH2:44][CH3:45])(=[O:46])[CH3:47].[ClH:41]>>[ClH:41].[NH2:8][CH2:9][C:10](=[O:11])[NH:12][CH2:13][c:14]1[cH:15][c:16]([NH:20][C:21]([c:22]2[cH:23][cH:24][cH:25][cH:26][cH:27]2)=[C:28]2[C:29](=[O:40])[NH:30][c:31]3[cH:32][cH:33][c:34]([N+:37](=[O:38])[O-:39])[cH:35][c:36]32)[cH:17][cH:18][cH:19]1. Starting materials: C(C)N1C(=CC2=CC=CC=C12)C1=CC=CC=C1 (1-ethyl-2-phenylindole), [Cl-].C(C)(C)(C)C1=CC=C(C=[N+](C)C)C=C1 ((4-tert-butyl-benzylidene)-dimethyl-ammonium chloride), C(C)(C)(C)C1=CC=C(C=O)C=C1 (4-tert-butyl-benzaldehyde), CNC (dimethylamine). The product is C(C)(C)(C)C1=CC=C(C=C1)C(C1=C(N(C2=CC=CC=C12)CC)C1=CC=CC=C1)N(C)C ([(4-tert-Butyl-phenyl)-(1-ethyl-2-phenyl-1H-indol-3-yl)-methyl]-dimethyl-amine). RXN SMILES: [CH2:1]([N:3]1[C:11]2[C:6](=[CH:7][CH:8]=[CH:9][CH:10]=2)[CH:5]=[C:4]1[C:12]1[CH:17]=[CH:16][CH:15]=[CH:14][CH:13]=1)[CH3:2].[Cl-].[C:19]([C:23]1[CH:32]=[CH:31][C:26]([CH:27]=[N+:28]([CH3:30])[CH3:29])=[CH:25][CH:24]=1)([CH3:22])([CH3:21])[CH3:20].C(C1C=CC(C=O)=CC=1)(C)(C)C.CNC>>[C:19]([C:23]1[CH:24]=[CH:25][C:26]([CH:27]([N:28]([CH3:30])[CH3:29])[C:5]2[C:6]3[C:11](=[CH:10][CH:9]=[CH:8][CH:7]=3)[N:3]([CH2:1][CH3:2])[C:4]=2[C:12]2[CH:17]=[CH:16][CH:15]=[CH:14][CH:13]=2)=[CH:31][CH:32]=1)([CH3:22])([CH3:20])[CH3:21] |f:1.2|. Procedure details: The preparation was carried out in accordance with general synthesis instructions 4 from 1-ethyl-2-phenylindole and (4-tert-butyl-benzylidene)-dimethyl-ammonium chloride, which had been prepared in accordance with example 24 from 4-tert-butyl-benzaldehyde and dimethylamine. Reactants: [BH4-], C1CCOC1, CO, [Cl-], [NH4+], [Na+], NC1COC1, CC(=O)CC1CN(S(=O)(=O)c2cccs2)CCN1c1ccc(C(C)(O)C(F)(F)F)cc1. Yields the product CC(CC1CN(S(=O)(=O)c2cccs2)CCN1c1ccc(C(C)(O)C(F)(F)F)cc1)NC1COC1. Reaction SMILES: [BH4-:37].[CH2:41]1[O:42][CH2:43][CH2:44][CH2:45]1.[CH3:46][OH:47].[Cl-:39].[NH4+:40].[Na+:38].[O:32]1[CH2:33][CH:34]([NH2:36])[CH2:35]1.[s:1]1[c:2]([S:6](=[O:7])(=[O:8])[N:9]2[CH2:10][CH:11]([CH2:28][C:29]([CH3:30])=[O:31])[N:12]([c:15]3[cH:16][cH:17][c:18]([C:21]([C:22]([F:23])([F:24])[F:25])([CH3:26])[OH:27])[cH:19][cH:20]3)[CH2:13][CH2:14]2)[cH:3][cH:4][cH:5]1>>[s:1]1[c:2]([S:6](=[O:7])(=[O:8])[N:9]2[CH2:10][CH:11]([CH2:28][CH:29]([CH3:30])[NH:36][CH:34]3[CH2:33][O:32][CH2:35]3)[N:12]([c:15]3[cH:16][cH:17][c:18]([C:21]([C:22]([F:23])([F:24])[F:25])([CH3:26])[OH:27])[cH:19][cH:20]3)[CH2:13][CH2:14]2)[cH:3][cH:4][cH:5]1. RXN SMILES: [Br:29][CH2:30][CH2:31][CH2:32][C:33](=[O:34])[O:35][CH2:36][CH3:37].[C:38](=[O:39])([O-:40])[O-:41].[CH3:48][N:49]([CH3:50])[CH:51]=[O:52].[Cl-:46].[I-:45].[K+:42].[K+:43].[NH2:1][c:2]1[c:3]([F:28])[cH:4][c:5]([F:27])[c:6]2[c:7]1[c:8](=[O:26])[cH:9][c:10](-[c:12]1[cH:13][c:14]([F:25])[c:15]([NH:18][C:19]([C:20]([CH3:21])([CH3:22])[CH3:23])=[O:24])[cH:16][cH:17]1)[o:11]2.[NH4+:47].[Na+:44]>>[NH:1]([c:2]1[c:3]([F:28])[cH:4][c:5]([F:27])[c:6]2[c:7]1[c:8](=[O:26])[cH:9][c:10](-[c:12]1[cH:13][c:14]([F:25])[c:15]([NH:18][C:19]([C:20]([CH3:21])([CH3:22])[CH3:23])=[O:24])[cH:16][cH:17]1)[o:11]2)[CH2:30][CH2:31][CH2:32][C:33](=[O:34])[O:35][CH2:36][CH3:37]. The product is CCOC(=O)CCCNc1c(F)cc(F)c2oc(-c3ccc(NC(=O)C(C)(C)C)c(F)c3)cc(=O)c12. Reactants: CCOC(=O)CCCBr, O=C([O-])[O-], CN(C)C=O, [Cl-], [I-], [K+], [K+], CC(C)(C)C(=O)Nc1ccc(-c2cc(=O)c3c(N)c(F)cc(F)c3o2)cc1F, [NH4+], [Na+]. The reactants are FC(C(=O)O)(F)F (trifluoroacetic acid), C(N)(=O)C(C)(C)NC([C@@H](C[C@@H]([C@H](C[C@H](CC1=CC(=C(C=C1)OC)OCCCOC)C(C)C)NC(=O)OC(C)(C)C)O)C(C)C)=O (5(S)-tert-butoxycarbonylamino-4(S)-hydroxy-2(S),7(S)-diisopropyl-8-[4-methoxy-3-(3-methoxypropyloxy)-phenyl]-octanoic acid [N-(1-carbamoyl-1-methyl-ethyl)]-amide), ClCCl (dichloromethane), [OH-].[Na+] (sodium hydroxide). Run at temperature 0 celsius, time 30 minute. Product: Cl.C(N)(=O)C(C)(C)NC([C@@H](C[C@@H]([C@H](C[C@H](CC1=CC(=C(C=C1)OC)OCCCOC)C(C)C)N)O)C(C)C)=O (5(S)-Amino-4(S)-hydroxy-2(S),7(S)-diisopropyl-8-[4-methoxy-3-(3-methoxypropyloxy)-phenyl]-octanoic acid [N-(1-carbamoyl-1-methyl-ethyl)]-amide hydrochloride). RXN SMILES: FC(F)(F)C(O)=O.[C:8]([C:11]([NH:14][C:15](=[O:52])[C@H:16]([CH:49]([CH3:51])[CH3:50])[CH2:17][C@H:18]([OH:48])[C@@H:19]([NH:40]C(OC(C)(C)C)=O)[CH2:20][C@@H:21]([CH:37]([CH3:39])[CH3:38])[CH2:22][C:23]1[CH:28]=[CH:27][C:26]([O:29][CH3:30])=[C:25]([O:31][CH2:32][CH2:33][CH2:34][O:35][CH3:36])[CH:24]=1)([CH3:13])[CH3:12])(=[O:10])[NH2:9].[OH-].[Na+].[Cl:55]CCl>>[ClH:55].[C:8]([C:11]([NH:14][C:15](=[O:52])[C@H:16]([CH:49]([CH3:51])[CH3:50])[CH2:17][C@H:18]([OH:48])[C@@H:19]([NH2:40])[CH2:20][C@@H:21]([CH:37]([CH3:39])[CH3:38])[CH2:22][C:23]1[CH:28]=[CH:27][C:26]([O:29][CH3:30])=[C:25]([O:31][CH2:32][CH2:33][CH2:34][O:35][CH3:36])[CH:24]=1)([CH3:13])[CH3:12])(=[O:10])[NH2:9] |f:2.3,5.6|. Procedure details: 1.5 ml of trifluoroacetic acid are added to 56 mg of 5(S)-tert-butoxycarbonylamino-4(S)-hydroxy-2(S),7(S)-diisopropyl-8-[4-methoxy-3-(3-methoxypropyloxy)-phenyl]-octanoic acid [N-(1-carbamoyl-1-methyl-ethyl)]-amide in 1.5 ml of dichloromethane at 0° C. The mixture is stirred for a further 30 minutes at 0° C. The reaction mixture is poured onto cooled 1N sodium hydroxide and the product is extracted repeatedly with dichloromethane. The organic phases are dried, and ethereal hydrochloric acid is a...